Dataset: the Open Reaction Database (ORD), a public repository of structured organic reaction records. Task: describe an organic reaction: reactants, conditions, products, and yield As a reaction SMILES: [CH2:1]([c:2]1[cH:3][cH:4][cH:5][cH:6][cH:7]1)[N:8]1[CH2:9][CH2:10][CH:11]([CH2:14][N:15]([c:16]2[n:17][cH:18][cH:19][cH:20][c:21]2[N+:22]([O-:23])=[O:24])[CH2:25][CH3:26])[CH2:12][CH2:13]1.[CH2:27]1[O:28][CH2:29][CH2:30][CH2:31]1.[Pt:32]=[O:33]>>[CH2:1]([c:2]1[cH:3][cH:4][cH:5][cH:6][cH:7]1)[N:8]1[CH2:9][CH2:10][CH:11]([CH2:14][N:15]([c:16]2[n:17][cH:18][cH:19][cH:20][c:21]2[NH2:22])[CH2:25][CH3:26])[CH2:12][CH2:13]1. Yields the product CCN(CC1CCN(Cc2ccccc2)CC1)c1ncccc1N. The reactants are CCN(CC1CCN(Cc2ccccc2)CC1)c1ncccc1[N+](=O)[O-], C1CCOC1, O=[Pt]. Reactants: [Cl-].[NH4+] (ammonium chloride), C(=O)C=1OC2=C(C1C)C=C(C=C2)C#N (2-formyl-3-methyl-1-benzofuran-5-carbonitrile), solution, C1(CCCCC1)[Mg]Br (cyclohexylmagnesium bromide). As a reaction SMILES: [CH:1]([C:3]1[O:4][C:5]2[CH:12]=[CH:11][C:10]([C:13]#[N:14])=[CH:9][C:6]=2[C:7]=1[CH3:8])=[O:2].[CH:15]1([Mg]Br)[CH2:20][CH2:19][CH2:18][CH2:17][CH2:16]1.[Cl-].[NH4+]>O1CCCC1>[CH:15]1([CH:1]([OH:2])[C:3]2[O:4][C:5]3[CH:12]=[CH:11][C:10]([C:13]#[N:14])=[CH:9][C:6]=3[C:7]=2[CH3:8])[CH2:20][CH2:19][CH2:18][CH2:17][CH2:16]1 |f:2.3|. Conditions: time 1 hour. Product: C1(CCCCC1)C(C=1OC2=C(C1C)C=C(C=C2)C#N)O (2-[cyclohexyl(hydroxy)methyl]-3-methyl-1-benzofuran-5-carbonitrile). Isolated yield 43.0%. Reported procedure: To a solution (30 mL) of 2-formyl-3-methyl-1-benzofuran-5-carbonitrile (1.49 g) synthesized above in tetrahydrofuran was added a 1.0M solution (12.1 mL) of cyclohexylmagnesium bromide in tetrahydrofuran at 0° C., and the mixture was stirred for 1 hr. Saturated aqueous ammonium chloride solution was added to quench the reaction, and the reaction mixture was extracted with ethyl acetate. The extract was washed with saturated brine, dried over magnesium sulfate, and concentrated under reduced press... Solvent: O1CCCC1 (tetrahydrofuran), O1CCCC1 (tetrahydrofuran). Reactants: C(=O)C=1C=NC(=C(C(=O)OC)C1)C=1NC(C(N1)(C)C(C)C)=O (methyl 5-formyl-2-(4-isopropyl-4-methyl-5-oxo-2-imidazolin-2-yl)nicotinate), OC(CC(=O)O)C (3-hydroxybutyric acid), C1(=CC=C(C=C1)S(=O)(=O)O)C (para-toluenesulfonic acid). The solvent is C(Cl)(Cl)Cl (chloroform). The product is C(C)(C)C1(N=C(NC1=O)C1=C(C(=O)OC)C=C(C=N1)C1OC(CC(O1)C)=O)C (Methyl 2-(4-Isopropyl-4-methyl-5-oxo-2-imidazolin-2-yl)-5-(4-methyl-6-oxo-1,3-dioxan-2-yl)-nicotinate). The yield is 20.0%. As a reaction SMILES: [CH:1]([C:3]1[CH:4]=[N:5][C:6]([C:13]2[NH:14][C:15](=[O:22])[C:16]([CH:19]([CH3:21])[CH3:20])([CH3:18])[N:17]=2)=[C:7]([CH:12]=1)[C:8]([O:10][CH3:11])=[O:9])=[O:2].[OH:23][CH:24]([CH3:29])[CH2:25][C:26](O)=[O:27].C1(C)C=CC(S(O)(=O)=O)=CC=1>C(Cl)(Cl)Cl>[CH:19]([C:16]1([CH3:18])[C:15](=[O:22])[NH:14][C:13]([C:6]2[N:5]=[CH:4][C:3]([CH:1]3[O:23][CH:24]([CH3:29])[CH2:25][C:26](=[O:27])[O:2]3)=[CH:12][C:7]=2[C:8]([O:10][CH3:11])=[O:9])=[N:17]1)([CH3:20])[CH3:21]. Procedure: A solution of methyl 5-formyl-2-(4-isopropyl-4-methyl-5-oxo-2-imidazolin-2-yl)nicotinate (0.55 g, 0.0018 mol), 3-hydroxybutyric acid (0.28 g, 0.0027 mol) and a catalytic amount of para-toluenesulfonic acid in chloroform (25 mL) is heated at reflux temperature for 113 hours. During this time, water is removed by placement of an addition funnel containing 3 angstrom molecular sieves between the reaction flask and the reflux condensor. The reaction mixture is poured into aqueous saturated sodium bi...